Dataset: the Open Reaction Database (ORD), a public repository of structured organic reaction records. Task: describe an organic reaction: reactants, conditions, products, and yield The reactants are OC(CN1CCNCC1)C1=C(C2=C(C(OC2)=O)C=C1)C (5-(1-hydroxy-2-piperazin-1-ylethyl)-4-methyl-2-benzofuran-1(3H)-one), CC=1C(=C(C#N)C=CC1C1OC1)OC (3-methyl-2-(methyloxy)-4-oxiran-2-ylbenzonitrile). Product: OC(CN1CCN(CC1)CC(C1=C(C2=C(C(OC2)=O)C=C1)C)O)C1=C(C(=C(C#N)C=C1)OC)C (4-(1-hydroxy-2-{4-[2-hydroxy-2-(4-methyl-1-oxo-1,3-dihydro-2-benzofuran-5-yl)ethyl]piperazin-1-yl}ethyl)-3-methyl-2-(methyloxy)benzonitrile). RXN SMILES: [OH:1][CH:2]([C:10]1[CH:19]=[CH:18][C:13]2[C:14](=[O:17])[O:15][CH2:16][C:12]=2[C:11]=1[CH3:20])[CH2:3][N:4]1[CH2:9][CH2:8][NH:7][CH2:6][CH2:5]1.[CH3:21][C:22]1[C:23]([O:33][CH3:34])=[C:24]([CH:27]=[CH:28][C:29]=1[CH:30]1[CH2:32][O:31]1)[C:25]#[N:26]>>[OH:31][CH:30]([C:29]1[CH:28]=[CH:27][C:24]([C:25]#[N:26])=[C:23]([O:33][CH3:34])[C:22]=1[CH3:21])[CH2:32][N:7]1[CH2:8][CH2:9][N:4]([CH2:3][CH:2]([OH:1])[C:10]2[CH:19]=[CH:18][C:13]3[C:14](=[O:17])[O:15][CH2:16][C:12]=3[C:11]=2[CH3:20])[CH2:5][CH2:6]1. Procedure: 4-(1-hydroxy-2-{4-[2-hydroxy-2-(4-methyl-1-oxo-1,3-dihydro-2-benzofuran-5-yl)ethyl]piperazin-1-yl}ethyl)-3-methyl-2-(methyloxy)benzonitrile was prepared in a similar fashion to that described for the synthesis of EXAMPLES 2C and 28-29 starting from 5-(1-hydroxy-2-piperazin-1-ylethyl)-4-methyl-2-benzofuran-1(3H)-one and 3-methyl-2-(methyloxy)-4-oxiran-2-ylbenzonitrile. Starting materials: CO (methanol), Cl (HCl), CNC(C1=C(C=C(C=C1)NC1(CCCC1)C#N)F)=O (N-Methyl 2-fluoro-4-(1-cyanocyclopentyl)aminobenzamide), CNC(C1=C(C=C(C=C1)NC1(CCCC1)C#N)F)=O (N-Methyl 2-fluoro-4-(1-cyanocyclopentyl)aminobenzamide), N(=C=S)C1=CC(=C(C#N)C=C1)C(F)(F)F (4-isothiocyanato-2-trifluoromethyl benzonitrile). Solvent: O (water), CN(C)C=O (DMF). Run at temperature 130 celsius. Product: C(#N)C1=C(C=C(C=C1)N1C(N(C2(C1=O)CCCC2)C2=CC(=C(C(=O)NC)C=C2)F)=S)C(F)(F)F (4-(3-(4-Cyano-3-(trifluoromethyl)phenyl)-4-oxo-2-thioxo-1,3-diazaspiro[4.4]nonan-1-yl)-2-fluoro-N-methylbenzamide), CNC(=O)C1=C(C=C(C=C1)N2C(=S)N(C(=O)C23CCC3)C4=CC(=C(C=C4)C#N)C(F)(F)F)F (RD162). Isolated yield 7.0%. RXN SMILES: [CH3:1][NH:2][C:3](=[O:19])[C:4]1[CH:9]=[CH:8][C:7]([NH:10][C:11]2([C:16]#N)[CH2:15][CH2:14][CH2:13][CH2:12]2)=[CH:6][C:5]=1[F:18].[N:20]([C:23]1[CH:30]=[CH:29][C:26]([C:27]#[N:28])=[C:25]([C:31]([F:34])([F:33])[F:32])[CH:24]=1)=[C:21]=[S:22].C[OH:36].Cl>CN(C=O)C.O>[C:27]([C:26]1[CH:29]=[CH:30][C:23]([N:20]2[C:16](=[O:36])[C:11]3([CH2:15][CH2:14][CH2:13][CH2:12]3)[N:10]([C:7]3[CH:8]=[CH:9][C:4]([C:3]([NH:2][CH3:1])=[O:19])=[C:5]([F:18])[CH:6]=3)[C:21]2=[S:22])=[CH:24][C:25]=1[C:31]([F:32])([F:34])[F:33])#[N:28].[CH3:1][NH:2][C:3]([C:4]1[CH:9]=[CH:8][C:7]([N:10]2[C:11]3([CH2:15][CH2:14][CH2:13]3)[C:16](=[O:36])[N:20]([C:23]3[CH:30]=[CH:29][C:26]([C:27]#[N:28])=[C:25]([C:31]([F:32])([F:34])[F:33])[CH:24]=3)[C:21]2=[S:22])=[CH:6][C:5]=1[F:18])=[O:19]. Procedure: A mixture of N-Methyl 2-fluoro-4-(1-cyanocyclopentyl)aminobenzamide (Formula 43) (57 mg, 0.22 mmol) and 4-isothiocyanato-2-trifluoromethyl benzonitrile (0.15 g, 0.65 mmol) in DMF (3 mL) was heated under microwave irradiation (open vessel) at 130° C. for 12 hours. To this mixture was added methanol (20 mL) and aq. 1 N HCl (5 mL). The second mixture was refluxed for 1.5 h. After being cooled to room temperature, the reaction mixture was poured into cold water (50 mL) and extracted with ethyl aceta... The reactants are Cl.NC=1C=C(C=CC1OC)CCNC(C)=O (N-[-2-(3-amino-4-methoxyphenyl)ethyl]acetamide hydrochloride), Example 8, Cl (HCl). Product: NCCC=1C=CC(=C(C1)N)OC (5-(2-aminoethyl)-2-methoxyphenylamine). Isolated yield 94.0%. RXN SMILES: Cl.[NH2:2][C:3]1[CH:4]=[C:5]([CH2:11][CH2:12][NH:13]C(=O)C)[CH:6]=[CH:7][C:8]=1[O:9][CH3:10].Cl>>[NH2:13][CH2:12][CH2:11][C:5]1[CH:6]=[CH:7][C:8]([O:9][CH3:10])=[C:3]([NH2:2])[CH:4]=1 |f:0.1|. Reported procedure: N-[-2-(3-amino-4-methoxyphenyl)ethyl]acetamide hydrochloride, prepared as described in Example 8 (15 g) and 175 mL of 2N HCl were heated at reflux for 6 hours. The solvent was removed by rotary evaporation, and the residue was washed with ethanol. The resulting white precipitate was filtered off and dried in vacuum, yielding 13.7 g (94%) of 5-(2-aminoethyl)-2-methoxyphenylamine (AMMPA) dihydrochloride as white crystals. 1HNMR (DMSO-d6) spectrum was consistent with the desired product. Reactants: CCOC(C)=O, C=CCC1(C(=O)OC)C(=O)Nc2ccc(C(F)(F)F)cc2CC1c1ccccc1OC, [I-], [Li+], O, c1ccncc1. Product: C=CCC1C(=O)Nc2ccc(C(F)(F)F)cc2CC1c1ccccc1OC. Reaction SMILES: [CH3:34][CH2:35][O:36][C:37](=[O:38])[CH3:39].[CH3:3][O:4][C:5](=[O:6])[C:7]1([CH2:31][CH:32]=[CH2:33])[C:8](=[O:30])[NH:9][c:10]2[c:11]([cH:22][c:23]([C:26]([F:27])([F:28])[F:29])[cH:24][cH:25]2)[CH2:12][CH:13]1[c:14]1[c:15]([O:20][CH3:21])[cH:16][cH:17][cH:18][cH:19]1.[I-:1].[Li+:2].[OH2:46].[cH:40]1[cH:41][cH:42][n:43][cH:44][cH:45]1>>[CH:7]1([CH2:31][CH:32]=[CH2:33])[C:8](=[O:30])[NH:9][c:10]2[c:11]([cH:22][c:23]([C:26]([F:27])([F:28])[F:29])[cH:24][cH:25]2)[CH2:12][CH:13]1[c:14]1[c:15]([O:20][CH3:21])[cH:16][cH:17][cH:18][cH:19]1. Reactants: N[C@@H](CC1=CC=CC=C1)C(=O)O (L-phenylalanine), S(O)(O)(=O)=O (sulfuric acid), CO (methanol). Product: COC([C@@H](N)CC1=CC=CC=C1)=O (L-phenylalanine methyl ester). Reaction SMILES: [NH2:1][C@H:2]([C:10]([OH:12])=[O:11])[CH2:3][C:4]1[CH:9]=[CH:8][CH:7]=[CH:6][CH:5]=1.S(=O)(=O)(O)O.[CH3:18]O>>[CH3:18][O:11][C:10](=[O:12])[C@H:2]([CH2:3][C:4]1[CH:9]=[CH:8][CH:7]=[CH:6][CH:5]=1)[NH2:1]. Procedure: esterifying L-phenylalanine with methanol in the presence of sulfuric acid to produce a solution of L-phenylalanine methyl ester; The reactants are FC1=CC=CC(COC2=C(Cl)C=C(NC3=C(C=C(C4=CC=C(C([H])=O)O4)C=C5)C5=NC=N3)C=C2)=C1, O=C(N(OC)C)CC(O)=O. Reagents/catalysts: CN(C)c1ccncc1, 4Å Molecular Sieve, C1CNCC1. The solvent is C1COCC1. Reaction conditions: temperature 25 celsius, time 24 hour. Yields the product FC1=CC=CC(COC2=C(Cl)C=C(NC3=C(C=C(C4=CC=C(/C=C/C(N(OC)C)=O)O4)C=C5)C5=NC=N3)C=C2)=C1. Isolated yield 90.0%.